describe an organic reaction: reactants, conditions, products, and yield From a dataset of the Open Reaction Database (ORD), a public repository of structured organic reaction records. The reactants are [NH4+].[Cl-] (NH4Cl), C(C)(C)(C)OC(NC1(CC1)C#N)=O ((1-Cyano-cyclopropyl)-carbamic acid tert-butyl ester), CC[O-].[Na+] (NaOEt), CC[O-].[Na+] (NaOEt), N (NH3). Solvent: CCO (EtOH). Reaction conditions: time 1 hour. Yields the product Cl.C(C)(C)(C)OC(NC1(CC1)C(N)=N)=O ((1-Carbamimidoyl-cyclopropyl)-carbamic acid tert-butyl ester hydrochloride). Yield: 81.2%. RXN SMILES: [C:1]([O:5][C:6](=[O:13])[NH:7][C:8]1([C:11]#[N:12])[CH2:10][CH2:9]1)([CH3:4])([CH3:3])[CH3:2].CC[O-].[Na+].[NH4+:18].[Cl-:19].N>CCO>[ClH:19].[C:1]([O:5][C:6](=[O:13])[NH:7][C:8]1([C:11](=[NH:18])[NH2:12])[CH2:10][CH2:9]1)([CH3:4])([CH3:2])[CH3:3] |f:1.2,3.4,7.8|. Procedure: (1-Cyano-cyclopropyl)-carbamic acid tert-butyl ester (2.12 g, 11.6 mmol) was dissolved in anhydrous EtOH (29 mL) and NaOEt (21 wt % in EtOH, 6.5 mL, 17.5 mmol) was added via syringe in one portion. The yellow solution was stirred at room temperature for 1 h. An additional amount of NaOEt (21 wt % in EtOH, 2.2 mL, 2.9 mmol) was added and stirring was continued for 2 h. To the reaction was added solid NH4Cl (2.5 g, 47 mmol) followed by NH3 (7N in MeOH, 1.7 mL, 12 mmol). The flask was sealed and th... The reactants are O=C(O)Cc1ccc(OCc2ccccc2)cc1OCc1ccccc1, O=S(Cl)Cl. The product is O=C(Cl)Cc1ccc(OCc2ccccc2)cc1OCc1ccccc1. RXN SMILES: [CH2:1]([c:2]1[cH:3][cH:4][cH:5][cH:6][cH:7]1)[O:8][c:9]1[c:10]([CH2:23][C:24](=[O:25])[OH:26])[cH:11][cH:12][c:13]([O:15][CH2:16][c:17]2[cH:18][cH:19][cH:20][cH:21][cH:22]2)[cH:14]1.[S:27]([Cl:28])([Cl:29])=[O:30]>>[CH2:1]([c:2]1[cH:3][cH:4][cH:5][cH:6][cH:7]1)[O:8][c:9]1[c:10]([CH2:23][C:24](=[O:26])[Cl:29])[cH:11][cH:12][c:13]([O:15][CH2:16][c:17]2[cH:18][cH:19][cH:20][cH:21][cH:22]2)[cH:14]1. Reactants: CC(C)C[AlH]CC(C)C, Cc1ccccc1, N#Cc1cccnc1C1CC1, Cl, [Na+], [OH-]. Product: O=Cc1cccnc1C1CC1. Reaction SMILES: [CH3:12][CH:13]([CH2:14][AlH:15][CH2:16][CH:17]([CH3:18])[CH3:19])[CH3:20].[CH3:24][c:25]1[cH:26][cH:27][cH:28][cH:29][cH:30]1.[CH:1]1([c:4]2[n:5][cH:6][cH:7][cH:8][c:9]2[C:10]#[N:11])[CH2:2][CH2:3]1.[ClH:21].[Na+:23].[OH-:22]>>[CH:1]1([c:4]2[n:5][cH:6][cH:7][cH:8][c:9]2[CH:10]=[O:22])[CH2:2][CH2:3]1. The reactants are O (water), ClC1=CC=C(C(=O)C2=CC=CC=C2)C=C1 (4-chlorobenzophenone), SCC(O)CO (1-thioglycerol), C([O-])([O-])=O.[K+].[K+] (potassium carbonate). Run in CC(=O)N(C)C (dimethylacetamide). Product: OC(CSC1=CC=C(C(=O)C2=CC=CC=C2)C=C1)CO (4-(2,3-Dihydroxypropyl-mercapto)-benzophenone). RXN SMILES: Cl[C:2]1[CH:15]=[CH:14][C:5]([C:6]([C:8]2[CH:13]=[CH:12][CH:11]=[CH:10][CH:9]=2)=[O:7])=[CH:4][CH:3]=1.[SH:16][CH2:17][CH:18]([CH2:20][OH:21])[OH:19].C(=O)([O-])[O-].[K+].[K+].O>CC(N(C)C)=O>[OH:19][CH:18]([CH2:20][OH:21])[CH2:17][S:16][C:2]1[CH:15]=[CH:14][C:5]([C:6]([C:8]2[CH:13]=[CH:12][CH:11]=[CH:10][CH:9]=2)=[O:7])=[CH:4][CH:3]=1 |f:2.3.4|. Procedure details: 14.0 g (0.07 mol) of 4-chlorobenzophenone, 10.0 g (0.93 mol) of 1-thioglycerol and 28.5 g (0.21 mol) of potassium carbonate in 60 ml of dimethylacetamide are kept at 110° C. for 6 hours, under N2 gas and with stirring. After cooling, the reaction mixture is poured into 200 ml of water. The crude product, which is obtained in the form of an oil, is taken up in ethyl acetate, the solution is washed with water until neutral, dried over K2CO3 and concentrated, isopropanol is poured over the concentr... Starting materials: CC1(OC/C(/O1)=C\C(C(=O)OCC)=O)C (ethyl (3E)-3-(2,2-dimethyl-1,3-dioxolan-4-ylidene)-2-oxopropanoate), N(N)C1=NC=CC=C1Cl (2-hydrazino-3-chloropyridine). Solvent: C(C)O (ethanol). Conditions: time 8 hour. Yields the product ClC=1C(=NC=CC1)N1N=C(CC1(C(=O)OCC)O)CO (Ethyl 1-(3-chloropyridin-2-yl)-5-hydroxy-3-(hydroxymethyl)-4,5-dihydro-1H-pyrazole-5-carboxylate). The yield is 120.1%. Reaction SMILES: CC1(C)O/[C:5](=[CH:7]/[C:8](=[O:14])[C:9]([O:11][CH2:12][CH3:13])=[O:10])/[CH2:4][O:3]1.[NH:16]([C:18]1[C:23]([Cl:24])=[CH:22][CH:21]=[CH:20][N:19]=1)[NH2:17]>C(O)C>[Cl:24][C:23]1[C:18]([N:16]2[C:8]([OH:14])([C:9]([O:11][CH2:12][CH3:13])=[O:10])[CH2:7][C:5]([CH2:4][OH:3])=[N:17]2)=[N:19][CH:20]=[CH:21][CH:22]=1. Procedure details: The mixture of ethyl (3E)-3-(2,2-dimethyl-1,3-dioxolan-4-ylidene)-2-oxopropanoate (21.4 g, 0.1 mol) and 2-hydrazino-3-chloropyridine (21.4 g, 0.15 mol) in 150 ml of ethanol was stirred for 8 hours at RT. Ethanol was removed in vacuo and the residue was taken up in 200 ml of methyl tert-butyl ethyl. The organic phase was washed three times with in each case 50 ml of 1% HCl and concentrated by evaporation. This gave 36 g (86% yield) of the product as a viscous oil with a purity (HPLC) of 97%.